From a dataset of the Open Reaction Database (ORD), a public repository of structured organic reaction records. describe an organic reaction: reactants, conditions, products, and yield Reactants: COc1c(C)cc(C(=O)CCCCCBr)c(C)c1OC, O=C([O-])[O-], CCCc1c(O)ccc(C(=O)OC)c1O, CC(C)=O, [K+], [K+], CN(C)C=O. The product is CCCc1c(OCCCCCC(=O)c2cc(C)c(OC)c(OC)c2C)ccc(C(=O)OC)c1O. As a reaction SMILES: [Br:1][CH2:2][CH2:3][CH2:4][CH2:5][CH2:6][C:7](=[O:8])[c:9]1[c:10]([CH3:20])[c:11]([O:18][CH3:19])[c:12]([O:16][CH3:17])[c:13]([CH3:15])[cH:14]1.[C:36](=[O:37])([O-:38])[O-:39].[CH3:21][O:22][C:23]([c:24]1[c:25]([OH:34])[c:26]([CH2:31][CH2:32][CH3:33])[c:27]([OH:30])[cH:28][cH:29]1)=[O:35].[CH3:42][C:43](=[O:44])[CH3:45].[K+:40].[K+:41].[O:46]=[CH:47][N:48]([CH3:49])[CH3:50]>>[CH2:2]([CH2:3][CH2:4][CH2:5][CH2:6][C:7](=[O:8])[c:9]1[c:10]([CH3:20])[c:11]([O:18][CH3:19])[c:12]([O:16][CH3:17])[c:13]([CH3:15])[cH:14]1)[O:30][c:27]1[c:26]([CH2:31][CH2:32][CH3:33])[c:25]([OH:34])[c:24]([C:23]([O:22][CH3:21])=[O:35])[cH:29][cH:28]1.